Task: describe an organic reaction: reactants, conditions, products, and yield. Dataset: the Open Reaction Database (ORD), a public repository of structured organic reaction records Reactants: OCCCCCCCCNC(=O)C=1C=C(C=CC1)S(=O)(=O)C=1C=C2C(=C(C=NC2=C(C1)C)C(=O)N)NC1=CC(=CC=C1)OC (6-[[3-[(8-Hydroxyoctyl)carbamoyl]phenyl]sulfonyl]-4-[(3-methoxyphenyl)amino]-8-methylquinoline-3-carboxamide), NC1=CC=C(C=C1)C#CCCCO (5-(4-Aminophenyl)pent-4-yn-1-ol), C36H33N4O6S. The product is OCCCC#CC1=CC=C(C=C1)NC(=O)C=1C=C(C=CC1)S(=O)(=O)C=1C=C2C(=C(C=NC2=C(C1)C)C(=O)N)NC1=CC(=CC=C1)OC (6-[[3-[[4-(5-Hydroxypent-1-yn-1-yl)phenyl]carbamoyl]phenyl]sulfonyl]-4-[(3-methoxyphenyl)amino]-8-methylquinoline-3-carboxamide). RXN SMILES: OCC[CH2:4][CH2:5][CH2:6][CH2:7][CH2:8][CH2:9][NH:10][C:11]([C:13]1[CH:14]=[C:15]([S:19]([C:22]2[CH:23]=[C:24]3[C:29](=[C:30]([CH3:32])[CH:31]=2)[N:28]=[CH:27][C:26]([C:33]([NH2:35])=[O:34])=[C:25]3[NH:36][C:37]2[CH:42]=[CH:41][CH:40]=[C:39]([O:43][CH3:44])[CH:38]=2)(=[O:21])=[O:20])[CH:16]=[CH:17][CH:18]=1)=[O:12].NC1C=CC([C:52]#[C:53][CH2:54][CH2:55][CH2:56][OH:57])=CC=1>>[OH:57][CH2:56][CH2:55][CH2:54][C:53]#[C:52][C:6]1[CH:5]=[CH:4][C:9]([NH:10][C:11]([C:13]2[CH:14]=[C:15]([S:19]([C:22]3[CH:23]=[C:24]4[C:29](=[C:30]([CH3:32])[CH:31]=3)[N:28]=[CH:27][C:26]([C:33]([NH2:35])=[O:34])=[C:25]4[NH:36][C:37]3[CH:42]=[CH:41][CH:40]=[C:39]([O:43][CH3:44])[CH:38]=3)(=[O:20])=[O:21])[CH:16]=[CH:17][CH:18]=2)=[O:12])=[CH:8][CH:7]=1. Procedure details: The title compound was synthesized in a manner analogous to that described for Intermediate 70, using Intermediate 31 in place of 8-aminooctanol. ES/MS calcd. for C36H33N4O6S+ 649.2. Found m/z=649.3 (M+H)+. Reactants: C1CCOC1, CCN(C(C)C)C(C)C, Clc1cccc(Nc2nccc(Cl)n2)c1, CC(C)(C)OC(=O)N1CCC(CN)C1. The product is CC(C)(C)OC(=O)N1CCC(CNc2ccnc(Nc3cccc(Cl)c3)n2)C1. RXN SMILES: [CH2:39]1[O:40][CH2:41][CH2:42][CH2:43]1.[CH:30]([N:31]([CH:32]([CH3:33])[CH3:34])[CH2:35][CH3:36])([CH3:37])[CH3:38].[Cl:1][c:2]1[n:3][c:4]([NH:8][c:9]2[cH:10][c:11]([Cl:15])[cH:12][cH:13][cH:14]2)[n:5][cH:6][cH:7]1.[NH2:16][CH2:17][CH:18]1[CH2:19][N:20]([C:23](=[O:24])[O:25][C:26]([CH3:27])([CH3:28])[CH3:29])[CH2:21][CH2:22]1>>[c:2]1([NH:16][CH2:17][CH:18]2[CH2:19][N:20]([C:23](=[O:24])[O:25][C:26]([CH3:27])([CH3:28])[CH3:29])[CH2:21][CH2:22]2)[n:3][c:4]([NH:8][c:9]2[cH:10][c:11]([Cl:15])[cH:12][cH:13][cH:14]2)[n:5][cH:6][cH:7]1. The reactants are ( 1 ), ClCCCI (1-chloro-3-iodopropane), ( 1 ), FC(OC1=CC=C(C=C1)CC(=O)O)(F)F (2-(4-(Trifluoromethoxy)phenyl)acetic acid), C[Si](C)(C)[N-][Si](C)(C)C.[Na+] (NaHMDS). Run in CCOC(=O)C.CCCCCC (EtOAc hexane). Product: ClCCCC(C(=O)O)C1=CC=C(C=C1)OC(F)(F)F (5-chloro-2-(4-(trifluoromethoxy)phenyl)pentanoic acid). The yield is 10.1%. RXN SMILES: [F:1][C:2]([F:15])([F:14])[O:3][C:4]1[CH:9]=[CH:8][C:7]([CH2:10][C:11]([OH:13])=[O:12])=[CH:6][CH:5]=1.C[Si]([N-][Si](C)(C)C)(C)C.[Na+].[Cl:26][CH2:27][CH2:28][CH2:29]I>CCOC(C)=O.CCCCCC>[Cl:26][CH2:27][CH2:28][CH2:29][CH:10]([C:7]1[CH:6]=[CH:5][C:4]([O:3][C:2]([F:14])([F:15])[F:1])=[CH:9][CH:8]=1)[C:11]([OH:13])=[O:12] |f:1.2,4.5|. Procedure details: Step AAK (1): 2-(4-(Trifluoromethoxy)phenyl)acetic acid (3.54 g, 16.1 mmol) was deprotonated with NaHMDS (2.0 M in THF, 18.1 mL, 36.2 mmol) and reacted with 1-chloro-3-iodopropane (3.62 g, 17.7 mmol) using a procedure analogous to Step AC (1) to afford after purification by silica gel column chromatography (25-50% EtOAc/hexane), 5-chloro-2-(4-(trifluoromethoxy)phenyl)pentanoic acid (0.48 g, 1.62 mmol, 10% yield) as a pale-yellow oil. LC-MS (M−H)− 295.2. Starting materials: CO, CCOC(=O)CCn1ncc2cc(-c3noc(-c4ccc(OC(C)C)c(Cl)c4)n3)ccc21, [Na+], [OH-]. The product is CC(C)Oc1ccc(-c2nc(-c3ccc4c(cnn4CCC(=O)O)c3)no2)cc1Cl. Reaction SMILES: [CH3:35][OH:36].[Cl:1][c:2]1[cH:3][c:4](-[c:12]2[n:13][c:14](-[c:17]3[cH:18][c:19]4[cH:20][n:21][n:22]([CH2:26][CH2:27][C:28](=[O:29])[O:30][CH2:31][CH3:32])[c:23]4[cH:24][cH:25]3)[n:15][o:16]2)[cH:5][cH:6][c:7]1[O:8][CH:9]([CH3:10])[CH3:11].[Na+:34].[OH-:33]>>[Cl:1][c:2]1[cH:3][c:4](-[c:12]2[n:13][c:14](-[c:17]3[cH:18][c:19]4[cH:20][n:21][n:22]([CH2:26][CH2:27][C:28](=[O:29])[OH:30])[c:23]4[cH:24][cH:25]3)[n:15][o:16]2)[cH:5][cH:6][c:7]1[O:8][CH:9]([CH3:10])[CH3:11]. Starting materials: C(CCC)[Sn](C=1C=C(C2=C(C=CO2)C1)C1OCCCO1)(CCCC)CCCC (tributyl-(7-[1,3]dioxan-2-ylbenzofuran-5-yl)stannane), BrC1=NC=NN1C (5-bromo-1-methyl-1H-[1,2,4]triazole). Reagents/catalysts: C1=CC=C(C=C1)P(C2=CC=CC=C2)C3=CC=CC=C3.C1=CC=C(C=C1)P(C2=CC=CC=C2)C3=CC=CC=C3.Cl[Pd]Cl (bis(triphenylphosphine)palladium (II) chloride). Solvent: C1(=CC=CC=C1)C (toluene). Product: O1C(OCCC1)C1=CC(=CC=2C=COC21)C2=NC=NN2C (5-(7-[1,3]Dioxan-2-yl-benzofuran-5-yl)-1-methyl-1H[1,2,4]triazole). Isolated yield 35.2%. RXN SMILES: C([Sn](CCCC)(CCCC)[C:6]1[CH:7]=[C:8]([CH:15]2[O:20][CH2:19][CH2:18][CH2:17][O:16]2)[C:9]2[O:13][CH:12]=[CH:11][C:10]=2[CH:14]=1)CCC.Br[C:30]1[N:34]([CH3:35])[N:33]=[CH:32][N:31]=1>C1(C)C=CC=CC=1.C1C=CC(P(C2C=CC=CC=2)C2C=CC=CC=2)=CC=1.C1C=CC(P(C2C=CC=CC=2)C2C=CC=CC=2)=CC=1.Cl[Pd]Cl>[O:20]1[CH2:19][CH2:18][CH2:17][O:16][CH:15]1[C:8]1[C:9]2[O:13][CH:12]=[CH:11][C:10]=2[CH:14]=[C:6]([C:30]2[N:34]([CH3:35])[N:33]=[CH:32][N:31]=2)[CH:7]=1 |f:3.4.5|. Reported procedure: A mixture of tributyl-(7-[1,3]dioxan-2-ylbenzofuran-5-yl)stannane (839 mg), 5-bromo-1-methyl-1H-[1,2,4]triazole (396 mg), bis(triphenylphosphine)palladium (II) chloride (59 mg) in dry toluene (10 ml) was heated at reflux for 42 h. The cooled solution was then filtered through Hyflo and the filtrate washed with 10% potassium fluoride solution (30 ml). The organic layer was washed with brine (30 ml), dried, and evaporated in vacuo to give a yellow oil. The crude material was purified by FCC elutin... The reactants are COC(=O)C=1C(=C2CCC(N(C2=C(N1)C)CC1=CC=CC=C1)=O)O (1-benzyl-5-hydroxy-8-methyl-2-oxo-1,2,3,4-tetrahydro-[1,7]naphthyridine-6-carboxylic acid methyl ester), NCC(=O)O (glycine), C[O-].[Na+] (NaOMe). The product is C(C1=CC=CC=C1)N1C(CCC2=C(C(=NC(=C12)C)C(=O)NCC(=O)O)O)=O ([(1-Benzyl-5-hydroxy-8-methyl-2-oxo-1,2,3,4-tetrahydro-[1,7]naphthyridine-6-carbonyl)-amino]-acetic acid). Yield: 93.4%. As a reaction SMILES: CO[C:3]([C:5]1[C:6]([OH:24])=[C:7]2[C:12](=[C:13]([CH3:15])[N:14]=1)[N:11]([CH2:16][C:17]1[CH:22]=[CH:21][CH:20]=[CH:19][CH:18]=1)[C:10](=[O:23])[CH2:9][CH2:8]2)=[O:4].[NH2:25][CH2:26][C:27]([OH:29])=[O:28].C[O-].[Na+]>>[CH2:16]([N:11]1[C:12]2[C:7](=[C:6]([OH:24])[C:5]([C:3]([NH:25][CH2:26][C:27]([OH:29])=[O:28])=[O:4])=[N:14][C:13]=2[CH3:15])[CH2:8][CH2:9][C:10]1=[O:23])[C:17]1[CH:18]=[CH:19][CH:20]=[CH:21][CH:22]=1 |f:2.3|. Reported procedure: A mixture of 1-benzyl-5-hydroxy-8-methyl-2-oxo-1,2,3,4-tetrahydro-[1,7]naphthyridine-6-carboxylic acid methyl ester (96 mg, 0.29 mmol), glycine (2.94 g, 39 mmol) and NaOMe solution (59 mL, 29 mmol, 0.5 M in MeOH) was refluxed for 16 h. After the mixture was cooled to r.t., solvent was evaporated in vacuo. The residue was dissolved in saturated NaHCO3 and washed with ether. The aqueous layer was acidified to pH about 3 with 4M HCl and extracted with EtOAc. The organic layer was dried over MgSO4 a... The reactants are CC1(OCCO1)C1=CC=C(O1)CN1N=CC(=C1)N (1-[5-(2-methyl-[1,3]dioxolan-2-yl)-furan-2-ylmethyl]-1H-pyrazol-4-ylamine), CC=1OC(=C(N1)C(=O)O)C1=CC(=CC=C1)C(F)(F)F (2-methyl-5-(3-trifluoromethyl-phenyl)-oxazole-4-carboxylic acid), 05b. Yields the product C(C)(=O)C1=CC=C(O1)CN1N=CC(=C1)NC(=O)C=1N=C(OC1C1=CC(=CC=C1)C(F)(F)F)C (2-Methyl-5-(3-trifluoromethyl-phenyl)-oxazole-4-carboxylic acid [1-(5-acetyl-furan-2-ylmethyl)-1H-pyrazol-4-yl]-amide). As a reaction SMILES: [CH3:1][C:2]1([C:7]2[O:11][C:10]([CH2:12][N:13]3[CH:17]=[C:16]([NH2:18])[CH:15]=[N:14]3)=[CH:9][CH:8]=2)[O:6]CCO1.[CH3:19][C:20]1[O:21][C:22]([C:28]2[CH:33]=[CH:32][CH:31]=[C:30]([C:34]([F:37])([F:36])[F:35])[CH:29]=2)=[C:23]([C:25](O)=[O:26])[N:24]=1>>[C:2]([C:7]1[O:11][C:10]([CH2:12][N:13]2[CH:17]=[C:16]([NH:18][C:25]([C:23]3[N:24]=[C:20]([CH3:19])[O:21][C:22]=3[C:28]3[CH:33]=[CH:32][CH:31]=[C:30]([C:34]([F:37])([F:35])[F:36])[CH:29]=3)=[O:26])[CH:15]=[N:14]2)=[CH:9][CH:8]=1)(=[O:6])[CH3:1]. Procedure details: Following general procedure B followed by T, starting from 1-[5-(2-methyl-[1,3]dioxolan-2-yl)-furan-2-ylmethyl]-1H-pyrazol-4-ylamine and 2-methyl-5-(3-trifluoromethyl-phenyl)-oxazole-4-carboxylic acid. LC-MS-conditions 05b: tR=1.12 min; [M+H]+=459.1.